This data is from the Open Reaction Database (ORD), a public repository of structured organic reaction records. The task is: describe an organic reaction: reactants, conditions, products, and yield The reactants are NC=1C=CC(=C(C1)C1=CC=C(C=C1)C(=O)NCC1CC1)C (5′-Amino-N-(cyclopropylmethyl)-2′-methyl-1,1′-biphenyl-4-carboxamide), C(CC)(=O)O (propionic acid), resin. Solvent: C1CCOC1 (THF). Reaction conditions: time 72 hour. Yields the product C1(CC1)CNC(=O)C1=CC=C(C=C1)C1=CC(=CC=C1C)NC(CC)=O (N-(4′-{[(Cyclopropylmethyl)amino]carbonyl}-6-methyl-1,1′-biphenyl-3-yl)propionamide). Reaction SMILES: [NH2:1][C:2]1[CH:3]=[CH:4][C:5]([CH3:21])=[C:6]([C:8]2[CH:13]=[CH:12][C:11]([C:14]([NH:16][CH2:17][CH:18]3[CH2:20][CH2:19]3)=[O:15])=[CH:10][CH:9]=2)[CH:7]=1.[C:22](O)(=[O:25])[CH2:23][CH3:24]>C1COCC1>[CH:18]1([CH2:17][NH:16][C:14]([C:11]2[CH:12]=[CH:13][C:8]([C:6]3[C:5]([CH3:21])=[CH:4][CH:3]=[C:2]([NH:1][C:22](=[O:25])[CH2:23][CH3:24])[CH:7]=3)=[CH:9][CH:10]=2)=[O:15])[CH2:20][CH2:19]1. Procedure: 5′-Amino-N-(cyclopropylmethyl)-2′-methyl-1,1′-biphenyl-4-carboxamide (30 mg, 0.11 mmol) and propionic acid (18.5 mg, 0.25 mmol) were mixed in THF (3 ml). Carbodiimde resin (295 mg, 0.31 mmol) was added and shaking continued for 72 h. The reaction was filtered, the resin washed with THF and methanol and the combined filtrate and washings filtered through an SPE (SCX), to give, after evaporation of the solvent under vacuum, N-(4′-{[(cyclopropylmethyl)amino]carbonyl}-6-methyl-1,1′-biphenyl-3-yl)pro... The reactants are C(C=1C(O)=CC=CC1)(=O)OCC(O)CO (glycerol salicylate), C[O-].[Na+] (sodium methoxide), C(C=1C(O)=CC=CC1)(=O)OC (methyl salicylate), OCC(CO)(CO)CO (pentaerythritol), C(C=1C(O)=CC=CC1)(=O)OC (methyl salicylate). Product: C(C=1C(O)=CC=CC1)(=O)OCC(CO)(CO)CO (Pentaerythritol salicylate). Reaction SMILES: [C:1](OCC(CO)O)(=[O:9])[C:2]1[C:3](=[CH:5][CH:6]=[CH:7][CH:8]=1)[OH:4].[OH:16][CH2:17][C:18]([CH2:23][OH:24])([CH2:21][OH:22])[CH2:19][OH:20].C(OC)(=O)C1C(=CC=CC=1)O.C[O-].[Na+]>>[C:1]([O:16][CH2:17][C:18]([CH2:23][OH:24])([CH2:21][OH:22])[CH2:19][OH:20])(=[O:9])[C:2]1[C:3](=[CH:5][CH:6]=[CH:7][CH:8]=1)[OH:4] |f:3.4|. Procedure details: Pentaerythritol salicylate was prepared by the method described in Example 1 for the preparation of glycerol salicylate except that the reactants were pentaerythritol (34.04 g; 0.25 moles), methyl salicylate (86.72 g; 0.57 moles) and sodium methoxide (0.41 g; 0.0075 moles). The final methyl salicylate level was 12.5%. Reactants: [Br-], Cc1cc(C)cc([Mg+])c1, O=C1Nc2ccccc2C1=O. Product: Cc1cc(C)cc(C2(O)C(=O)Nc3ccccc32)c1. Reaction SMILES: [Br-:12].[CH3:13][c:14]1[cH:15][c:16]([Mg+:21])[cH:17][c:18]([CH3:20])[cH:19]1.[O:1]=[C:2]1[NH:3][c:4]2[cH:5][cH:6][cH:7][cH:8][c:9]2[C:10]1=[O:11]>>[O:1]=[C:2]1[NH:3][c:4]2[cH:5][cH:6][cH:7][cH:8][c:9]2[C:10]1([OH:11])[c:16]1[cH:15][c:14]([CH3:13])[cH:19][c:18]([CH3:20])[cH:17]1. Procedure details: A solution of 5,6,7,8-tetrahydroquinoline (6.5 ml, 50 mM) in benzene (35 ml) maintained below 10° was treated with 1.6M butyl lithium in hexane (31.25 ml, 50 mM). The resulting anion solution was heated to reflux then treated with a solution of diisopropylcyanamide (6.3 g, 50 mM) in benzene (15 ml). After 15 min. the mixture was cooled and quenched with water (20 ml). The organic phase was separated, dried and evaporated. Distillation of the residue gave the title compound (5.6 g, 71%) Bp. 135°-... Product: C(#N)C1CCCC=2C=CC=NC12 (8-Cyano-5,6,7,8-tetrahydroquinoline). Run in CCCCCC (hexane), C1=CC=CC=C1 (benzene), C1=CC=CC=C1 (benzene). Yield: 71.0%. Starting materials: C(CCC)[Li] (butyl lithium), C(C)(C)N(C#N)C(C)C (diisopropylcyanamide), N1=CC=CC=2CCCCC12 (5,6,7,8-tetrahydroquinoline). Reaction SMILES: [N:1]1[C:10]2[CH2:9][CH2:8][CH2:7][CH2:6][C:5]=2[CH:4]=[CH:3][CH:2]=1.C([Li])CCC.[CH:16]([N:19](C(C)C)C#N)(C)C>C1C=CC=CC=1.CCCCCC>[C:16]([CH:9]1[C:10]2[N:1]=[CH:2][CH:3]=[CH:4][C:5]=2[CH2:6][CH2:7][CH2:8]1)#[N:19]. The reactants are C=CC(=O)OC, C1COCCN1, ClCCl. The product is COC(=O)CCN1CCOCC1. Reaction SMILES: [C:7]([CH:8]=[CH2:9])(=[O:10])[O:11][CH3:12].[CH2:1]1[CH2:2][O:3][CH2:4][CH2:5][NH:6]1.[Cl:13][CH2:14][Cl:15]>>[CH2:1]1[CH2:2][O:3][CH2:4][CH2:5][N:6]1[CH2:9][CH2:8][C:7](=[O:10])[O:11][CH3:12].